From a dataset of the Open Reaction Database (ORD), a public repository of structured organic reaction records. describe an organic reaction: reactants, conditions, products, and yield The reactants are ClC1=C(C=NC=C1)[N+](=O)[O-] (4-chloro-3-nitropyridine), CC1(CNCCC1)C(=O)O (3-methylpiperidine-3-carboxylic acid), CCN(C(C)C)C(C)C (DIEA). Solvent: CC(C)O (iPrOH). Reaction conditions: temperature 60 celsius. Yields the product CC1(CN(CCC1)C1=C(C=NC=C1)[N+](=O)[O-])C(=O)O (3-methyl-(3-nitropyridin-4-yl)piperidine-3-carboxylic acid). RXN SMILES: Cl[C:2]1[CH:7]=[CH:6][N:5]=[CH:4][C:3]=1[N+:8]([O-:10])=[O:9].[CH3:11][C:12]1([C:18]([OH:20])=[O:19])[CH2:17][CH2:16][CH2:15][NH:14][CH2:13]1.CCN(C(C)C)C(C)C>CC(O)C>[CH3:11][C:12]1([C:18]([OH:20])=[O:19])[CH2:17][CH2:16][CH2:15][N:14]([C:2]2[CH:7]=[CH:6][N:5]=[CH:4][C:3]=2[N+:8]([O-:10])=[O:9])[CH2:13]1. Reported procedure: 4-chloro-3-nitropyridine (1.1 eq) was added to a solution of 3-methylpiperidine-3-carboxylic acid (1 eq) and DIEA (3 eq) in iPrOH (0.1 M). The reaction mixture was heated in a 60° C. oil bath for 3 h then concentrated in vacuo. The crude residue was diluted with EtOAc and washed with 1.0 N NaOH. The combined aqueous washes were acidified to pH=4 with 1.0 N HCl and extracted with CH2Cl2. The combined organic phases were dried over anhydrous MgSO4, filtered, and concentrated in vacuo to give 3-met... The solvent is C(C)OCC (diethylether), C1(=CC=CC=C1)C (toluene). RXN SMILES: [CH3:1][O:2][C:3]1[CH:10]=[CH:9][C:6]([CH:7]=O)=[CH:5][CH:4]=1.[CH:11]([C:13](=P(C1C=CC=CC=1)(C1C=CC=CC=1)C1C=CC=CC=1)[CH3:14])=[O:12]>C1(C)C=CC=CC=1.C(OCC)C>[CH3:1][O:2][C:3]1[CH:10]=[CH:9][C:6]([CH:7]=[C:13]([CH3:14])[CH:11]=[O:12])=[CH:5][CH:4]=1. Reactants: COC1=CC=C(C=O)C=C1 (4-methoxybenzaldehyde), C(=O)C(C)=P(C1=CC=CC=C1)(C1=CC=CC=C1)C1=CC=CC=C1 (α-formylethylidenetriphenylphosphorane), C(=O)C(C)=P(C1=CC=CC=C1)(C1=CC=CC=C1)C1=CC=CC=C1 (α-formylethylidenetriphenylphosphorane). Reported procedure: A suspension of 4-methoxybenzaldehyde (10 g, 0.073 mol) and α-formylethylidenetriphenylphosphorane (25.7 g, 0.081 mol) in dried toluene (200 ml)was heated with stirring at reflux under an atmosphere of nitrogen for 24 h. The cooled reaction mixture was decanted to removed insoluble material and evaporated to give a brown oil. The oil was taken up in diethylether and the resulting suspension purified on flash silica eluting with hexane-diethyl ether (3:2). The resulting oil was a mixture of requi... Product: COC1=CC=C(C=C1)C=C(C=O)C (3-(4-methoxyphenyl)-2-methylpropenaldehyde). The reactants are CC(C)([O-])C.[K+] (potassium t-butoxide), CCl (Methyl chloride), Cl (hydrochloric acid), C[C@@]12C(CC[C@H]1[C@@H]1CCC3=CC(CC[C@]3(C)[C@H]1CC2)=O)=O (androst-4-ene-3,17-dione). Run in C(C)(C)(C)O (t-butanol), O (water), C(C)(C)(C)O (t-butanol), C(C)(C)(C)O (t-butanol). Product: CC1=C2CC[C@H]3[C@@H]4CCC([C@@]4(C)CC[C@@H]3[C@]2(CCC1=O)C)=O (4-methylandrost-4-ene-3,17-dione). Reaction SMILES: [CH3:1][C@:2]12[CH2:19][CH2:18][C@H:17]3[C@@H:7]([CH2:8][CH2:9][C:10]4[C@:15]3([CH3:16])[CH2:14][CH2:13][C:12](=[O:20])[CH:11]=4)[C@@H:6]1[CH2:5][CH2:4][C:3]2=[O:21].[CH3:22]C(C)([O-])C.[K+].CCl.Cl>C(O)(C)(C)C.O>[CH3:22][C:11]1[C:12](=[O:20])[CH2:13][CH2:14][C@@:15]2([CH3:16])[C:10]=1[CH2:9][CH2:8][C@@H:7]1[C@@H:17]2[CH2:18][CH2:19][C@@:2]2([CH3:1])[C@H:6]1[CH2:5][CH2:4][C:3]2=[O:21] |f:1.2|. Procedure details: A solution of androst-4-ene-3,17-dione in t-butanol was heated to boiling and added to a boiling solution of potassium t-butoxide in t-butanol. Methyl chloride in t-butanol was added slowly. The solution was cooled, acidified with concentrated hydrochloric acid, and diluted with water. The excess t-butanol was removed under vacuum and the aqueous layer extracted with ethylacetate. The combined extracts were washed with water, dried over magnesium sulfate and evaporated in vacuo. The residue was ... Starting materials: CN1N=NN=C1SCCCN (3-(1-Methyl-1,2,3,4-tetrazol-5-yl)thiopropylamine), CN=C=S (methyl isothiocyanate). Run in C(C)O (ethanol), C(C)O (ethanol). Yields the product CN1N=NN=C1SCCCNC(=S)NC (1-[3-(1-methyl-1,2,3,4-tetrazol-5-yl)thiopropyl]-3-methylthiourea). Isolated yield 32.8%. Reaction SMILES: [CH3:1][N:2]1[C:6]([S:7][CH2:8][CH2:9][CH2:10][NH2:11])=[N:5][N:4]=[N:3]1.[CH3:12][N:13]=[C:14]=[S:15]>C(O)C>[CH3:1][N:2]1[C:6]([S:7][CH2:8][CH2:9][CH2:10][NH:11][C:14]([NH:13][CH3:12])=[S:15])=[N:5][N:4]=[N:3]1. Reported procedure: 3-(1-Methyl-1,2,3,4-tetrazol-5-yl)thiopropylamine (1.5 g) is dissolved in ethanol (5 ml), and thereto is added dropwise a solution of methyl isothiocyanate (0.8 g) in ethanol (5 ml) with stirring under ice-cooling, and the mixture is refluxed for 1 hour. Ethanol is distilled off, and then the residue is purified by column chromatography (Kieselgel 60), followed by eluting with chloroform-methanol (50:1) to give 1-[3-(1-methyl-1,2,3,4-tetrazol-5-yl)thiopropyl]-3-methylthiourea (0.7 g) which is re... Reactants: ClC1=NC2=CC=C(C=C2C(=N1)N(C)C1=CC=C(C=C1)OC)C ((2-chloro-6-methyl-quinazolin-4-yl)-(4-methoxyphenyl)-methyl-amine), Cl.CN (methylamine hydrochloride), C(=O)([O-])[O-].[Na+].[Na+] (Na2CO3). Run in CC(C)O (i-PrOH). Yields the product COC1=CC=C(C=C1)N(C1=NC(=NC2=CC=C(C=C12)C)NC)C (N4-(4-Methoxy-phenyl)-6,N2,N4-trimethyl-quinazoline-2,4-diamine). The yield is 32.9%. Reaction SMILES: Cl[C:2]1[N:11]=[C:10]([N:12]([C:14]2[CH:19]=[CH:18][C:17]([O:20][CH3:21])=[CH:16][CH:15]=2)[CH3:13])[C:9]2[C:4](=[CH:5][CH:6]=[C:7]([CH3:22])[CH:8]=2)[N:3]=1.Cl.[CH3:24][NH2:25].C([O-])([O-])=O.[Na+].[Na+]>CC(O)C>[CH3:21][O:20][C:17]1[CH:18]=[CH:19][C:14]([N:12]([CH3:13])[C:10]2[C:9]3[C:4](=[CH:5][CH:6]=[C:7]([CH3:22])[CH:8]=3)[N:3]=[C:2]([NH:25][CH3:24])[N:11]=2)=[CH:15][CH:16]=1 |f:1.2,3.4.5|. Procedure details: A solution of (2-chloro-6-methyl-quinazolin-4-yl)-(4-methoxyphenyl)-methyl-amine (62.9 mg, 0.20 mmol), methylamine hydrochloride (145.8 mg, 2.2 mmol) and Na2CO3 (234.5 mg, 2.2 mmol) in i-PrOH (2 mL) was heated to 100° C. overnight. After cooling to room temperature the reaction mixture was concentrated onto SiO2 and purified by gradient MPLC (SiO2, 0 to 20% MeOH/CH2Cl2 with 0.1% NH4OH, 20 min). 20.3 mg (33%) of the title compound was obtained: 1H NMR (DMSO-d6, 90° C.) δ 7.93 (br s, 1 H), 7.38-7.... The reactants are O=C([O-])O, C1CCOC1, O=C(Cl)OCc1ccccc1, CC(N)Cn1ncc2ccc(O)cc21, [Na+]. Yields the product CC(Cn1ncc2ccc(O)cc21)NC(=O)OCc1ccccc1. RXN SMILES: [C:15](=[O:16])([OH:17])[O-:18].[CH2:31]1[O:32][CH2:33][CH2:34][CH2:35]1.[Cl:20][C:21](=[O:22])[O:23][CH2:24][c:25]1[cH:26][cH:27][cH:28][cH:29][cH:30]1.[NH2:1][CH:2]([CH2:3][n:4]1[n:5][cH:6][c:7]2[cH:8][cH:9][c:10]([OH:13])[cH:11][c:12]12)[CH3:14].[Na+:19]>>[NH:1]([CH:2]([CH2:3][n:4]1[n:5][cH:6][c:7]2[cH:8][cH:9][c:10]([OH:13])[cH:11][c:12]12)[CH3:14])[C:21](=[O:22])[O:23][CH2:24][c:25]1[cH:26][cH:27][cH:28][cH:29][cH:30]1. Reactants: [O-]P(=O)([O-])[O-].[K+].[K+].[K+] (potassium phosphate tribasic), ClC1=NC=C(C=C1NC1=C(C(=NC2=CC(=CC(=C12)F)F)C1=NC=CC=C1)C)N1CCOCC1 (N-(2-chloro-5-morpholinopyridin-3-yl)-5,7-difluoro-3-methyl-2-(pyridin-2-yl)-quinolin-4-amine), FC(OC=1C=C(C=CC1)B1OC(C(O1)(C)C)(C)C)F (2-(3-(difluoromethoxy)phenyl)-4,4,5,5-tetramethyl-1,3,2-dioxaborolane), C1(CCCCC1)P(C1CCCCC1)C1CCCCC1 (tricyclohexylphosphine). Reagents/catalysts: C=1C=CC(=CC1)/C=C/C(=O)/C=C/C2=CC=CC=C2.C=1C=CC(=CC1)/C=C/C(=O)/C=C/C2=CC=CC=C2.C=1C=CC(=CC1)/C=C/C(=O)/C=C/C2=CC=CC=C2.[Pd].[Pd] (tris(dibenzylideneacetone)dipalladium). Run in O1CCOCC1 (1,4-dioxane), O (water). Run at temperature 90 celsius, time 19 hour. The product is FC(OC=1C=C(C=CC1)C1=NC=C(C=C1NC1=C(C(=NC2=CC(=CC(=C12)F)F)C1=NC=CC=C1)C)N1CCOCC1)F (N-(2-(3-(difluoromethoxy)phenyl)-5-morpholinopyridin-3-yl)-5,7-difluoro-3-methyl-2-(pyridin-2-yl)quinolin-4-amine). Reaction SMILES: Cl[C:2]1[C:7]([NH:8][C:9]2[C:18]3[C:13](=[CH:14][C:15]([F:20])=[CH:16][C:17]=3[F:19])[N:12]=[C:11]([C:21]3[CH:26]=[CH:25][CH:24]=[CH:23][N:22]=3)[C:10]=2[CH3:27])=[CH:6][C:5]([N:28]2[CH2:33][CH2:32][O:31][CH2:30][CH2:29]2)=[CH:4][N:3]=1.[F:34][CH:35]([F:52])[O:36][C:37]1[CH:38]=[C:39](B2OC(C)(C)C(C)(C)O2)[CH:40]=[CH:41][CH:42]=1.C1(P(C2CCCCC2)C2CCCCC2)CCCCC1.[O-]P([O-])([O-])=O.[K+].[K+].[K+]>C1C=CC(/C=C/C(/C=C/C2C=CC=CC=2)=O)=CC=1.C1C=CC(/C=C/C(/C=C/C2C=CC=CC=2)=O)=CC=1.C1C=CC(/C=C/C(/C=C/C2C=CC=CC=2)=O)=CC=1.[Pd].[Pd].O.O1CCOCC1>[F:34][CH:35]([F:52])[O:36][C:37]1[CH:42]=[C:41]([C:2]2[C:7]([NH:8][C:9]3[C:18]4[C:13](=[CH:14][C:15]([F:20])=[CH:16][C:17]=4[F:19])[N:12]=[C:11]([C:21]4[CH:26]=[CH:25][CH:24]=[CH:23][N:22]=4)[C:10]=3[CH3:27])=[CH:6][C:5]([N:28]3[CH2:33][CH2:32][O:31][CH2:30][CH2:29]3)=[CH:4][N:3]=2)[CH:40]=[CH:39][CH:38]=1 |f:3.4.5.6,7.8.9.10.11|. Procedure: N-(2-chloro-5-morpholinopyridin-3-yl)-5,7-difluoro-3-methyl-2-(pyridin-2-yl)-quinolin-4-amine (49.1 mg, 0.10 mmol), 2-(3-(difluoromethoxy)phenyl)-4,4,5,5-tetramethyl-1,3,2-dioxaborolane (56.9 mg, 0.21 mmol), tricyclohexylphosphine (5.1 mg, 0.018 mmol), and tris(dibenzylideneacetone)dipalladium (0) (8.9 mg, 9.7 μmol) were added to a flask then degassed and backfilled with argon. To the flask, 1,4-dioxane (2.0 mL) and aq. 1.3M potassium phosphate tribasic (0.21 mL, 0.27 mmol) were added by syringe... Reactants: CN(C)C=O, Fc1ccc(Cn2c(NC3CCN(CCCl)CC3)nc3ccccc32)cc1, [H-], [Na+], O, Sc1nc2cccnc2s1. Yields the product Fc1ccc(Cn2c(NC3CCN(CCSc4nc5cccnc5s4)CC3)nc3ccccc32)cc1. As a reaction SMILES: [CH3:13][N:14]([CH3:15])[CH:16]=[O:17].[Cl:18][CH2:19][CH2:20][N:21]1[CH2:22][CH2:23][CH:24]([NH:27][c:28]2[n:29][c:30]3[c:31]([n:32]2[CH2:33][c:34]2[cH:35][cH:36][c:37]([F:40])[cH:38][cH:39]2)[cH:41][cH:42][cH:43][cH:44]3)[CH2:25][CH2:26]1.[H-:11].[Na+:12].[OH2:45].[n:1]1[c:2]([SH:10])[s:3][c:4]2[n:5][cH:6][cH:7][cH:8][c:9]12>>[n:1]1[c:2]([S:10][CH2:19][CH2:20][N:21]2[CH2:22][CH2:23][CH:24]([NH:27][c:28]3[n:29][c:30]4[c:31]([n:32]3[CH2:33][c:34]3[cH:35][cH:36][c:37]([F:40])[cH:38][cH:39]3)[cH:41][cH:42][cH:43][cH:44]4)[CH2:25][CH2:26]2)[s:3][c:4]2[n:5][cH:6][cH:7][cH:8][c:9]12. Starting materials: CN(C)C=O, CCOC(C)=O, C1CN2CCN1CC2, CC(C)(C)OC(=O)c1ccc(OCC2CO2)cc1, CC(C)(C)[Si](OCCCc1ccc(O)cc1)(c1ccccc1)c1ccccc1. Yields the product CC(C)(C)OC(=O)c1ccc(OCC(O)COc2ccc(CCCO[Si](c3ccccc3)(c3ccccc3)C(C)(C)C)cc2)cc1. As a reaction SMILES: [CH3:55][N:56]([CH3:57])[CH:58]=[O:59].[CH3:60][CH2:61][O:62][C:63](=[O:64])[CH3:65].[N:47]12[CH2:48][CH2:49][N:50]([CH2:51][CH2:52]1)[CH2:53][CH2:54]2.[O:1]1[CH2:2][CH:3]1[CH2:4][O:5][c:6]1[cH:7][cH:8][c:9]([C:12](=[O:13])[O:14][C:15]([CH3:16])([CH3:17])[CH3:18])[cH:10][cH:11]1.[OH:19][c:20]1[cH:21][cH:22][c:23]([CH2:26][CH2:27][CH2:28][O:29][Si:30]([c:31]2[cH:32][cH:33][cH:34][cH:35][cH:36]2)([c:37]2[cH:38][cH:39][cH:40][cH:41][cH:42]2)[C:43]([CH3:44])([CH3:45])[CH3:46])[cH:24][cH:25]1>>[OH:1][CH:3]([CH2:2][O:19][c:20]1[cH:21][cH:22][c:23]([CH2:26][CH2:27][CH2:28][O:29][Si:30]([c:31]2[cH:32][cH:33][cH:34][cH:35][cH:36]2)([c:37]2[cH:38][cH:39][cH:40][cH:41][cH:42]2)[C:43]([CH3:44])([CH3:45])[CH3:46])[cH:24][cH:25]1)[CH2:4][O:5][c:6]1[cH:7][cH:8][c:9]([C:12](=[O:13])[O:14][C:15]([CH3:16])([CH3:17])[CH3:18])[cH:10][cH:11]1.